From a dataset of the Open Reaction Database (ORD), a public repository of structured organic reaction records. describe an organic reaction: reactants, conditions, products, and yield Starting materials: C(C=C)[Mg]Br (allyl magnesium bromide), OC1=C(C(=O)C2=CC=CC=C2)C=C(C=C1)Cl (2-hydroxy-5-chloro-benzophenone), Cl (hydrochloric acid). The solvent is CCOCC (ether), CCOCC (ether). Reaction conditions: time 16 hour. The product is ClC=1C=CC(=C(C1)C(O)(C1=CC=CC=C1)CC=C)O (5-chloro-2-hydroxy-α-(2-propenyl)-α-phenyl-benzene-methanol). As a reaction SMILES: [CH2:1]([Mg]Br)[CH:2]=[CH2:3].[OH:6][C:7]1[CH:20]=[CH:19][C:18]([Cl:21])=[CH:17][C:8]=1[C:9]([C:11]1[CH:16]=[CH:15][CH:14]=[CH:13][CH:12]=1)=[O:10].Cl>CCOCC>[Cl:21][C:18]1[CH:19]=[CH:20][C:7]([OH:6])=[C:8]([C:9]([CH2:3][CH:2]=[CH2:1])([C:11]2[CH:12]=[CH:13][CH:14]=[CH:15][CH:16]=2)[OH:10])[CH:17]=1. Procedure details: 360 ml of an ether solution titrating 1 M/liter of allyl magnesium bromide were added dropwise with stirring to a mixture of 40 g of 2-hydroxy-5-chloro-benzophenone and 400 ml of anhydrous ether and the suspension was iced and stirred at room temperature for 16 hours. 180 ml of 2 N hydrochloric acid were added to the mixture and the decanted organic phase was washed with water, dried over mangesium sulfate and evaporated to dryness under reduced pressure. The oil residue was chromatographed over...